This data is from the Open Reaction Database (ORD), a public repository of structured organic reaction records. The task is: describe an organic reaction: reactants, conditions, products, and yield RXN SMILES: [C:1]1([C:7]2[N:8]=[C:9]([OH:17])[C:10]3[C:15]([CH:16]=2)=[CH:14][CH:13]=[CH:12][CH:11]=3)[CH:6]=[CH:5][CH:4]=[CH:3][CH:2]=1.[CH2:18]([N:20]([CH2:25][CH3:26])[C:21](=[O:24])[CH2:22]Cl)[CH3:19].C(=O)([O-])[O-].[Na+].[Na+]>CC(=O)CC>[CH2:18]([N:20]([CH2:25][CH3:26])[C:21](=[O:24])[CH2:22][O:17][C:9]1[C:10]2[C:15](=[CH:14][CH:13]=[CH:12][CH:11]=2)[CH:16]=[C:7]([C:1]2[CH:2]=[CH:3][CH:4]=[CH:5][CH:6]=2)[N:8]=1)[CH3:19] |f:2.3.4|. Yields the product C(C)N(C(COC1=NC(=CC2=CC=CC=C12)C1=CC=CC=C1)=O)CC (N,N-diethyl-(3-phenyl-1-isoquinolyl)oxyacetamide). Solvent: CC(CC)=O (2-butanone). Procedure: The procedure is as in Example 47, starting with 3-phenyl-1-isoquinolinol (5.1 g), N,N-diethylchloroacetamide (3.8 g), sodium carbonate (4.8 g) and cuprous iodide (1.15 g) in 2-butanone (100 cc). After 2 chromatographic separations on silica gel with chloroform as eluant and crystallization of the product in petroleum ether, N,N-diethyl-(3-phenyl-1-isoquinolyl)oxyacetamide (0.5 g), m.p. 102° C., is obtained. Isolated yield 6.5%. The reactants are C1(=CC=CC=C1)C=1N=C(C2=CC=CC=C2C1)O (3-phenyl-1-isoquinolinol), cuprous iodide, C(C)N(C(CCl)=O)CC (N,N-diethylchloroacetamide), C([O-])([O-])=O.[Na+].[Na+] (sodium carbonate).